From a dataset of the Open Reaction Database (ORD), a public repository of structured organic reaction records. describe an organic reaction: reactants, conditions, products, and yield The reactants are BrC=1C=C2C(=NC1)N(C=C2I)S(=O)(=O)C2=CC=C(C)C=C2 (5-bromo-3-iodo-1-tosyl-1H-pyrrolo[2,3-b]pyridine), CN(C1=CC=C(C=N1)B(O)O)C (6-(dimethylamino)pyridin-3-ylboronic acid), COC=1C=C(C=C(C1OC)OC)B(O)O (3,4,5-trimethoxyphenylboronic acid), N1C=CC2=CC(=CC=C12)B(O)O (1H-indol-5-ylboronic acid), BrC=1C=C2C(=NC1)N(C=C2C=2C=C1C=CNC1=CC2)S(=O)(=O)C2=CC=C(C)C=C2 (5-bromo-3-(1H-indol-5-yl)-1-tosyl-1H-pyrrolo[2,3-b]pyridine). Yields the product N1C=C(C=2C1=NC=C(C2)C=2C=CC(=NC2)N(C)C)C=2C=CC(=NC2)N(C)C (5,5′-(1H-pyrrolo[2,3-b]pyridine-3,5-diyl)bis(N,N-dimethylpyridin-2-amine)). Reaction SMILES: N1C2C(=CC(B(O)O)=CC=2)C=[CH:2]1.Br[C:14]1[CH:15]=[C:16]2[C:22](I)=[CH:21][N:20](S(C3C=CC(C)=CC=3)(=O)=O)[C:17]2=[N:18][CH:19]=1.[CH3:34][N:35]([CH3:45])[C:36]1[N:41]=[CH:40][C:39](B(O)O)=[CH:38][CH:37]=1.COC1C=C(B(O)O)C=C(OC)C=1OC.Br[C:62]1[CH:63]=[C:64]2C(C3C=C4C(=CC=3)NC=C4)=[CH:69][N:68](S(C3C=CC(C)=CC=3)(=O)=O)[C:65]2=[N:66][CH:67]=1>>[NH:20]1[C:17]2=[N:18][CH:19]=[C:14]([C:39]3[CH:38]=[CH:37][C:36]([N:35]([CH3:45])[CH3:34])=[N:41][CH:40]=3)[CH:15]=[C:16]2[C:22]([C:62]2[CH:63]=[CH:64][C:65]([N:68]([CH3:69])[CH3:2])=[N:66][CH:67]=2)=[CH:21]1. Procedure details: Compound X was prepared by a method analogous to that described in Example 1 by substituting 6-(dimethylamino)pyridin-3-ylboronic acid for 1H-indol-5-ylboronic acid in the reaction with Intermediate A and 6-(dimethylamino)pyridin-3-ylboronic acid for 3,4,5-trimethoxyphenylboronic acid in the reaction with Intermediate B. HPLC retention time: 1.17 minutes. MS ESI (m/z): 359.4 (M+H)+, calc. 358.